describe an organic reaction: reactants, conditions, products, and yield From a dataset of the Open Reaction Database (ORD), a public repository of structured organic reaction records. Reactants: C1(NCCC2=C1NC1=CC=CC=C21)C(=O)O (1,2,3,4-tetrahydropyrido[3,4-b]indole-1-carboxylic acid), ClC(=O)OCC1=CC=CC=C1 (benzyl chloroformate). Run in [OH-].[Na+] (sodium hydroxide), O (water), [OH-].[Na+] (sodium hydroxide), O (water), O1CCOCC1 (dioxan), O1CCOCC1 (dioxan). Reaction conditions: time 8 hour. Yields the product C(C1=CC=CC=C1)OC(=O)N1C(C=2NC3=CC=CC=C3C2CC1)C(=O)O (2-benzyloxycarbonyl-1,2,3,4-tetrahydropyrido[3,4-b]indole-1-carboxylic acid). Reaction SMILES: [CH:1]1([C:14]([OH:16])=[O:15])[C:6]2[NH:7][C:8]3[C:13]([C:5]=2[CH2:4][CH2:3][NH:2]1)=[CH:12][CH:11]=[CH:10][CH:9]=3.Cl[C:18]([O:20][CH2:21][C:22]1[CH:27]=[CH:26][CH:25]=[CH:24][CH:23]=1)=[O:19]>[OH-].[Na+].O.O1CCOCC1>[CH2:21]([O:20][C:18]([N:2]1[CH2:3][CH2:4][C:5]2[C:13]3[C:8](=[CH:9][CH:10]=[CH:11][CH:12]=3)[NH:7][C:6]=2[CH:1]1[C:14]([OH:16])=[O:15])=[O:19])[C:22]1[CH:27]=[CH:26][CH:25]=[CH:24][CH:23]=1 |f:2.3|. Reported procedure: To a solution, cooled in ice, of 3.0 g of 1,2,3,4-tetrahydropyrido[3,4-b]indole-1-carboxylic acid in 7 ml of 2M sodium hydroxide solution, 17 ml of water and 17 ml of dioxan were added in alternating portions 12.5 ml of 2M sodium hydroxide solution and a solution of 3.6 ml of benzyl chloroformate in 9 ml of dioxan. After completion of the additions the mixture was stirred at room temperature overnight and the dioxan-was then removed by evaporation under reduced pressure. The solution obtained wa... The reactants are polystyrene, C(C)OC(C)OC1=CC=C(C=C)C=C1 (p-(1-ethoxyethoxy)styrene), OC1=CC=C(C=C)C=C1 (p-hydroxystyrene). Yields the product C(C)OCCOC1=CC=C(C=C)C=C1.OC1=CC=C(C=C)C=C1 (p-1-ethoxyethoxystyrene p-hydroxystyrene). Reaction SMILES: C(O[CH:4]([O:6][C:7]1[CH:14]=[CH:13][C:10]([CH:11]=[CH2:12])=[CH:9][CH:8]=1)[CH3:5])C.[OH:15][C:16]1[CH:23]=[CH:22][C:19]([CH:20]=[CH2:21])=[CH:18][CH:17]=1>>[CH2:16]([O:15][CH2:5][CH2:4][O:6][C:7]1[CH:8]=[CH:9][C:10]([CH:11]=[CH2:12])=[CH:13][CH:14]=1)[CH3:17].[OH:15][C:16]1[CH:23]=[CH:22][C:19]([CH:20]=[CH2:21])=[CH:18][CH:17]=1 |f:2.3|. Procedure: To a solution of poly(p-hydroxystyrene) (4.0 g) obtained in above (2) and ethyl vinyl ether (1.2 g) in a mixed solvent (35 ml) of 1,4-dioxane and pyridine, a catalytic amount of p-toluenesulfonic acid was added and reacted with stirring at room temperature for 24 hours. The reaction mixture was poured into H2O (1 l) and a white solid was precipitated. The polymer was filtered, washed with h2O and dried under reduced pressure to afford 5.0 g of poly[p-(1-ethoxyethoxy)-styrene/p-hydroxystyrene] as... Reactants: N1=CC=C(C=C1)CCO (2-(4-pyridyl)ethanol), [Cl-] (chloride), S(=O)(Cl)Cl (thionyl chloride). Run in C(Cl)Cl (methylene chloride). The product is Cl.N1=CC=C(C=C1)CCCl (2-(4-pyridyl)ethyl chloride hydrochloride). RXN SMILES: [N:1]1[CH:6]=[CH:5][C:4]([CH2:7][CH2:8]O)=[CH:3][CH:2]=1.[Cl-:10].S(Cl)([Cl:13])=O>C(Cl)Cl>[ClH:13].[N:1]1[CH:6]=[CH:5][C:4]([CH2:7][CH2:8][Cl:10])=[CH:3][CH:2]=1 |f:4.5|. Procedure details: Furthermore 4-picolyl chloride hydrochloride or 4-picolyl bromide hydrobromide is converted to the free base by rendering the salt basic in ethanol, and then reacting with sodium or potassium cyanide (1.05 equivalents) to form the corresponding nitrile. The nitrile is solvolized in ethanol with aqueous hydrochloride acid to form ethyl 4-picolylacetate [cf. Rising et al., J. Am. Chem. Soc. 50, 1211 (1928)]. The latter is reduced with Red-al in benzene-tetrahydrofuran and isolated by the method of... Starting materials: CCOC(C)=O, COC(=O)c1cc(S(=O)(=O)N(C)C)c(F)c(F)c1F, CCCCCCC, CC(C)[N-]C(C)C, Nc1ccc(I)cc1Cl, [Li+], C1CCOC1. The product is COC(=O)c1cc(S(=O)(=O)N(C)C)c(F)c(F)c1Nc1ccc(I)cc1Cl. Reaction SMILES: [C:37]([O:38][CH2:39][CH3:40])(=[O:41])[CH3:42].[CH3:18][O:19][C:20]([c:21]1[c:22]([F:35])[c:23]([F:34])[c:24]([F:33])[c:25]([S:27]([N:28]([CH3:29])[CH3:30])(=[O:31])=[O:32])[cH:26]1)=[O:36].[CH3:43][CH2:44][CH2:45][CH2:46][CH2:47][CH2:48][CH3:49].[CH:10]([N-:11][CH:12]([CH3:13])[CH3:14])([CH3:15])[CH3:16].[Cl:1][c:2]1[c:3]([NH2:4])[cH:5][cH:6][c:7]([I:9])[cH:8]1.[Li+:17].[O:50]1[CH2:51][CH2:52][CH2:53][CH2:54]1>>[Cl:1][c:2]1[c:3]([NH:4][c:22]2[c:21]([C:20]([O:19][CH3:18])=[O:36])[cH:26][c:25]([S:27]([N:28]([CH3:29])[CH3:30])(=[O:31])=[O:32])[c:24]([F:33])[c:23]2[F:34])[cH:5][cH:6][c:7]([I:9])[cH:8]1. The reactants are [OH-].[Na+] (sodium hydroxide), C1CCOC1 (THF), COC(C1=CC(C(=O)OC)=CC(=C1)O[Si](C(C)C)(C(C)C)C(C)C)=O (5-triisopropylsilanyloxyisophthalic acid dimethyl ester), [H-].[Al+3].[Li+].[H-].[H-].[H-] (lithium aluminum hydride). Run in O (Water). Run at temperature 0 celsius, time 1 hour. Product: OCC=1C=C(C=C(C1)O[Si](C(C)C)(C(C)C)C(C)C)CO ((3-hydroxymethyl-5-triisopropylsilanyloxyphenyl)methanol). Yield: 74.2%. As a reaction SMILES: C1COCC1.C[O:7][C:8](=O)[C:9]1[CH:18]=[C:17]([O:19][Si:20]([CH:27]([CH3:29])[CH3:28])([CH:24]([CH3:26])[CH3:25])[CH:21]([CH3:23])[CH3:22])[CH:16]=[C:11]([C:12](OC)=[O:13])[CH:10]=1.[H-].[Al+3].[Li+].[H-].[H-].[H-].[OH-].[Na+]>O>[OH:13][CH2:12][C:11]1[CH:10]=[C:9]([CH2:8][OH:7])[CH:18]=[C:17]([O:19][Si:20]([CH:27]([CH3:29])[CH3:28])([CH:24]([CH3:25])[CH3:26])[CH:21]([CH3:23])[CH3:22])[CH:16]=1 |f:2.3.4.5.6.7,8.9|. Procedure: To a 100 ml THF solution containing 21.53 g of 5-triisopropylsilanyloxyisophthalic acid dimethyl ester there was added 7.1 g of lithium aluminum hydride at 0° C. After stirring at 0° C. for 1 hour, the mixture was stirred at room temperature for 3 hours and 30 minutes. Water and 1N aqueous sodium hydroxide were added to the reaction mixture which was then filtered through celite. The filtrate was extracted with ethyl acetate. The organic layer was then washed with saturated brine and dried over ... The reactants are S(=S)(=O)([O-])[O-].[Na+].[Na+] (sodium thiosulfate), COCCC1=CC=C(C=C1)C1=CC=CC=C1 (4-(β-methyloxyethyl) biphenyl), I(=O)(=O)O (iodic acid), II (iodine), S(O)(O)(=O)=O (sulfuric acid), II (iodine). Run in C(Cl)(Cl)(Cl)Cl (carbon tetrachloride), O (water), C(C)(=O)O (acetic acid). Conditions: temperature 83 celsius. The product is COCCC1=CC=C(C=C1)C1=CC=C(C=C1)I (4'-(β-methoxyethyl)-4-iodobiphenyl). The yield is 231.0%. RXN SMILES: [CH3:1][O:2][CH2:3][CH2:4][C:5]1[CH:10]=[CH:9][C:8]([C:11]2[CH:16]=[CH:15][CH:14]=[CH:13][CH:12]=2)=[CH:7][CH:6]=1.[I:17](O)(=O)=O.II.S(=O)(=O)(O)O.S([O-])([O-])(=O)=S.[Na+].[Na+]>C(Cl)(Cl)(Cl)Cl.O.C(O)(=O)C>[CH3:1][O:2][CH2:3][CH2:4][C:5]1[CH:10]=[CH:9][C:8]([C:11]2[CH:16]=[CH:15][C:14]([I:17])=[CH:13][CH:12]=2)=[CH:7][CH:6]=1 |f:4.5.6|. Procedure details: Into a 300 ml three-neck flask were added 4-(β-methyloxyethyl) biphenyl (34 g, 0.16 mol), acetic acid (112 ml), water (30 ml), iodic acid (6.8 g, 0.0384 mol), iodine (17.9 g, 0.0704 mol), carbon tetrachloride (13 ml) and conc. sulfuric acid (4.8 ml). The mixture was warmed by a mantle heater with stirring, and reaction was carried out under reflux at 83° C. for 3 hours. After completion of the reaction, the reaction liquid was cooled down to 70° C., and 10% sodium thiosulfate aqueous solution (1...